This data is from the Open Reaction Database (ORD), a public repository of structured organic reaction records. The task is: describe an organic reaction: reactants, conditions, products, and yield Reactants: C(C)OC=1C=C(C(=O)OC)C=C(C1C=1C=NOC1)OCC (Methyl 3,5-diethoxy-4-(isoxazol-4-yl)benzoate), Cl (HCl). Solvent: CO.C1CCOC1 (methanol THF), [OH-].[Na+] (NaOH). Run at time 5 hour. Yields the product C(C)OC=1C=C(C(=O)O)C=C(C1C=1C=NOC1)OCC (3,5-Diethoxy-4-(isoxazol-4-yl)benzoic acid). RXN SMILES: [CH2:1]([O:3][C:4]1[CH:5]=[C:6]([CH:11]=[C:12]([O:19][CH2:20][CH3:21])[C:13]=1[C:14]1[CH:15]=[N:16][O:17][CH:18]=1)[C:7]([O:9]C)=[O:8])[CH3:2].Cl>CO.C1COCC1.[OH-].[Na+]>[CH2:1]([O:3][C:4]1[CH:5]=[C:6]([CH:11]=[C:12]([O:19][CH2:20][CH3:21])[C:13]=1[C:14]1[CH:15]=[N:16][O:17][CH:18]=1)[C:7]([OH:9])=[O:8])[CH3:2] |f:2.3,4.5|. Procedure details: Methyl 3,5-diethoxy-4-(isoxazol-4-yl)benzoate (91 mg) was dissolved in a mixed solvent of methanol/THF (8 mL, 3/5), aqueous 1 M NaOH solution (1.2 mL) was added to it, and stirred at room temperature for 5 hours. Aqueous 1 M HCl solution (1.2 mL) was added to it, and the solvent was concentrated under reduced pressure. The formed solid was taken out through filtration, washed with water, and dried under reduced pressure to obtain the title compound as a pale yellow solid. Reactants: ClCC=1C=C(C(=O)OC(C)(C)C)C=CC1 (tert-butyl 3-(chloromethyl)benzoate), Cl.NCC(=O)OC(C)(C)C (tert-butyl glycinate hydrochloride), C([O-])([O-])=O.[K+].[K+] (potassium carbonate), O (water). Run in CN(C=O)C (N,N-dimethylformamide). Conditions: temperature 60 celsius, time 8 hour. Product: C(C)(C)(C)OC(CNCC=1C=C(C(=O)OC(C)(C)C)C=CC1)=O (tert-butyl 3-{[(2-tert-butoxy-2-oxoethyl)amino]methyl}benzoate). Yield: 64.1%. RXN SMILES: Cl[CH2:2][C:3]1[CH:4]=[C:5]([CH:13]=[CH:14][CH:15]=1)[C:6]([O:8][C:9]([CH3:12])([CH3:11])[CH3:10])=[O:7].Cl.[NH2:17][CH2:18][C:19]([O:21][C:22]([CH3:25])([CH3:24])[CH3:23])=[O:20].C(=O)([O-])[O-].[K+].[K+].O>CN(C)C=O>[C:22]([O:21][C:19](=[O:20])[CH2:18][NH:17][CH2:2][C:3]1[CH:4]=[C:5]([CH:13]=[CH:14][CH:15]=1)[C:6]([O:8][C:9]([CH3:12])([CH3:11])[CH3:10])=[O:7])([CH3:25])([CH3:24])[CH3:23] |f:1.2,3.4.5|. Procedure: To a solution of tert-butyl 3-(chloromethyl)benzoate (25.3 g) in N,N-dimethylformamide (250 mL) were added tert-butyl glycinate hydrochloride (37.4 g) and potassium carbonate (61.7 g), followed by stirring at 60° C. overnight. To the reaction suspension was added water, followed by extraction with ethyl acetate. The organic layer was washed with water and a saturated aqueous sodium chloride solution, then dried over anhydrous sodium sulfate, and concentrated under reduced pressure. The residue w... Run in CO (methanol). The product is O(C1=CC=CC=C1)C1=CC=C(C=C1)CN1CCC(CC1)C(=O)OCC (ethyl N-(4-phenoxyphenylmethyl)piperidin-4-ylcarboxylate). Reaction SMILES: [O:1]([C:8]1[CH:15]=[CH:14][C:11]([CH:12]=O)=[CH:10][CH:9]=1)[C:2]1[CH:7]=[CH:6][CH:5]=[CH:4][CH:3]=1.[NH:16]1[CH2:21][CH2:20][CH:19]([C:22]([O:24][CH2:25][CH3:26])=[O:23])[CH2:18][CH2:17]1.C([BH3-])#N.[Na+].Cl.[OH-].[K+]>CO>[O:1]([C:8]1[CH:15]=[CH:14][C:11]([CH2:12][N:16]2[CH2:21][CH2:20][CH:19]([C:22]([O:24][CH2:25][CH3:26])=[O:23])[CH2:18][CH2:17]2)=[CH:10][CH:9]=1)[C:2]1[CH:7]=[CH:6][CH:5]=[CH:4][CH:3]=1 |f:2.3,5.6|. Run at time 22 hour. The yield is 69.5%. Starting materials: Cl (hydrogen chloride), Cl (hydrogen chloride), O(C1=CC=CC=C1)C1=CC=C(C=O)C=C1 (4-phenoxybenzaldehyde), N1CCC(CC1)C(=O)OCC (ethyl piperidin-4-ylcarboxylate), C(#N)[BH3-].[Na+] (sodium cyanoborohydride), [OH-].[K+] (potassium hydroxide). Procedure details: To a stirred solution of 5.0 grams (0.025 mole) of 4-phenoxybenzaldehyde and 4.0 grams (0.025 mole) of ethyl piperidin-4-ylcarboxylate in 25 mL of methanol was added 1.6 grams (0.025 mole) of sodium cyanoborohydride in one portion. Upon completion of addition, a methanolic solution saturated with hydrogen chloride was added dropwise until the pH of the reaction mixture was about 6.0. The reaction mixture was then stirred at ambient temperature for about 22 hours, after which the pH was again adj... Starting materials: CNC, COC(=O)c1nc(CCl)n2c1CN=C(c1ccccc1Cl)c1cc(Cl)ccc1-2, C1CCOC1. Product: COC(=O)c1nc(CN(C)C)n2c1CN=C(c1ccccc1Cl)c1cc(Cl)ccc1-2. As a reaction SMILES: [CH3:29][NH:30][CH3:31].[Cl:1][c:2]1[cH:3][cH:4][c:5]2[c:6]([cH:28]1)[C:7]([c:21]1[c:22]([Cl:27])[cH:23][cH:24][cH:25][cH:26]1)=[N:8][CH2:9][c:10]1[n:11]-2[c:12]([CH2:19][Cl:20])[n:13][c:14]1[C:15](=[O:16])[O:17][CH3:18].[O:32]1[CH2:33][CH2:34][CH2:35][CH2:36]1>>[Cl:1][c:2]1[cH:3][cH:4][c:5]2[c:6]([cH:28]1)[C:7]([c:21]1[c:22]([Cl:27])[cH:23][cH:24][cH:25][cH:26]1)=[N:8][CH2:9][c:10]1[n:11]-2[c:12]([CH2:19][N:30]([CH3:29])[CH3:31])[n:13][c:14]1[C:15](=[O:16])[O:17][CH3:18].